Dataset: the Open Reaction Database (ORD), a public repository of structured organic reaction records. Task: describe an organic reaction: reactants, conditions, products, and yield Starting materials: BrC=1C=C2C=3N(C(C(NC3C1)=O)=O)C(CC2)CC(=O)O (9-bromo-5-carboxymethyl-6,7-dihydro-1H, 5H-pyrido[1,2,3-de]quinoxaline-2,3-dione), C(C)(=O)C=1C=C(N)C=CC1 (m-acetylaniline). Product: BrC=1C=C2C=3N(C(C(NC3C1)=O)=O)C(CC2)CC(NC2=CC(=CC=C2)C(C)=O)=O (9-Bromo-5-(m-acetylphenylcarbamoylmethyl)-6,7-dihydro-1H, 5H-pyrido[1,2,3-de]quinoxaline-2,3-dione). Yield: 87.7%. RXN SMILES: [Br:1][C:2]1[CH:3]=[C:4]2[CH2:16][CH2:15][CH:14]([CH2:17][C:18]([OH:20])=O)[N:6]3[C:7](=[O:13])[C:8](=[O:12])[NH:9][C:10]([CH:11]=1)=[C:5]23.[C:21]([C:24]1[CH:25]=[C:26]([CH:28]=[CH:29][CH:30]=1)[NH2:27])(=[O:23])[CH3:22]>>[Br:1][C:2]1[CH:3]=[C:4]2[CH2:16][CH2:15][CH:14]([CH2:17][C:18](=[O:20])[NH:27][C:26]3[CH:28]=[CH:29][CH:30]=[C:24]([C:21](=[O:23])[CH3:22])[CH:25]=3)[N:6]3[C:7](=[O:13])[C:8](=[O:12])[NH:9][C:10]([CH:11]=1)=[C:5]23. Reported procedure: A procedure similar to that described in Example 51 was carried out with 9-bromo-5-carboxymethyl-6,7-dihydro-1H, 5H-pyrido[1,2,3-de]quinoxaline-2,3-dione (170 mg, 0.5 mmol) and m-acetylaniline (80 mg, 0.59 mmol) to give 200 mg of the title compound (85%): mp>270° C.; 1H NMR (270 MHz, DMSO-d6) δ12.07 (bs, 1H), 10.23 (s, 1H), 8.12 (bs, 1H), 7.85 (d, 1H, J=8.1 Hz), 7.68 (d, 1H, J=8.1 Hz), 7.47 (t, 1H, J=8.1 Hz), 7.24 (d, 1H, J=2 Hz), 7.17 (d, 1H, J=2 Hz), 5.18~5.28 (m, 1H), 3.06 (ddd, 1H, J=17.1, 1... Starting materials: COC(=O)C1C(O)CCN1S(=O)(=O)Nc1ccc(C#N)c(Cl)c1C, CC#N, C(=NC1CCCCC1)=NC1CCCCC1. The product is Cc1c(N2C(=O)C3C(O)CCN3S2(=O)=O)ccc(C#N)c1Cl. Reaction SMILES: [CH3:1][O:2][C:3](=[O:4])[CH:5]1[N:6]([S:11]([NH:12][c:13]2[c:14]([CH3:22])[c:15]([Cl:21])[c:16]([C:19]#[N:20])[cH:17][cH:18]2)(=[O:23])=[O:24])[CH2:7][CH2:8][CH:9]1[OH:10].[CH3:40][C:41]#[N:42].[CH:25]1([N:26]=[C:27]=[N:28][CH:29]2[CH2:30][CH2:31][CH2:32][CH2:33][CH2:34]2)[CH2:35][CH2:36][CH2:37][CH2:38][CH2:39]1>>[O:2]=[C:3]1[CH:5]2[N:6]([CH2:7][CH2:8][CH:9]2[OH:10])[S:11](=[O:23])(=[O:24])[N:12]1[c:13]1[c:14]([CH3:22])[c:15]([Cl:21])[c:16]([C:19]#[N:20])[cH:17][cH:18]1. Starting materials: C(C=1C(C(=O)O)=CC=CC1)(=O)O (phthalic acid), aqueous solution, [OH-].[K+] (caustic potash). The solvent is O (water). Reaction conditions: time 2 hour. Product: C(C=1C(C(=O)[O-])=CC=CC1)(=O)[O-].[K+].[K+] (potassium phthalate). As a reaction SMILES: [C:1]([OH:12])(=[O:11])[C:2]1[C:3](=[CH:7][CH:8]=[CH:9][CH:10]=1)[C:4]([OH:6])=[O:5].[OH-].[K+:14]>O>[C:1]([O-:12])(=[O:11])[C:2]1[C:3](=[CH:7][CH:8]=[CH:9][CH:10]=1)[C:4]([O-:6])=[O:5].[K+:14].[K+:14] |f:1.2,4.5.6|. Procedure: In a 2-liter beaker equipped with a stirrer were placed 100 g of phthalic acid, 141 g of a 48% aqueous solution of caustic potash and 1230 g of water. A reaction was carried out for 2 hours at 30° C. with stirring to obtain an aqueous solution of potassium phthalate having a pH value of 10.3 and containing 10.1% by weight of a solid matter. Reactants: CCOCC, Cl, CC(C)(C)OC(=O)NCC(=O)c1ccsc1. RXN SMILES: [CH3:18][CH2:19][O:20][CH2:21][CH3:22].[ClH:17].[O:1]=[C:2]([CH2:3][NH:4][C:5](=[O:6])[O:7][C:8]([CH3:9])([CH3:10])[CH3:11])[c:12]1[cH:13][s:14][cH:15][cH:16]1>>[ClH:17].[O:1]=[C:2]([CH2:3][NH2:4])[c:12]1[cH:13][s:14][cH:15][cH:16]1. Yields the product Cl, NCC(=O)c1ccsc1. The reactants are N1(CCC[C@@H]2CCCC[C@H]12)C(=O)C=1C=C(SC1)CC#N (cis-[4-(Octahydro-quinoline-1-carbonyl)-thiophen-2-yl]-acetonitrile), BrCCOCCBr (1-bromo-2-(2-bromo-ethoxy)-ethane), C([O-])([O-])=O.[Cs+].[Cs+] (caesium carbonate). Run in CS(=O)C (DMSO), O (water), C(Cl)Cl (DCM). Yields the product N1(CCC[C@@H]2CCCC[C@H]12)C(=O)C=1C=C(SC1)C1(CCOCC1)C#N (cis-4-[4-(Octahydro-quinoline-1-carbonyl)-thiophen-2-yl]-tetrahydro-pyran-4-carbonitrile). Yield: 32.8%. As a reaction SMILES: [N:1]1([C:11]([C:13]2[CH:14]=[C:15]([CH2:18][C:19]#[N:20])[S:16][CH:17]=2)=[O:12])[C@@H:10]2[C@@H:5]([CH2:6][CH2:7][CH2:8][CH2:9]2)[CH2:4][CH2:3][CH2:2]1.Br[CH2:22][CH2:23][O:24][CH2:25][CH2:26]Br.C(=O)([O-])[O-].[Cs+].[Cs+]>CS(C)=O.O.C(Cl)Cl>[N:1]1([C:11]([C:13]2[CH:14]=[C:15]([C:18]3([C:19]#[N:20])[CH2:26][CH2:25][O:24][CH2:23][CH2:22]3)[S:16][CH:17]=2)=[O:12])[C@@H:10]2[C@@H:5]([CH2:6][CH2:7][CH2:8][CH2:9]2)[CH2:4][CH2:3][CH2:2]1 |f:2.3.4|. Procedure: cis-[4-(Octahydro-quinoline-1-carbonyl)-thiophen-2-yl]-acetonitrile (0.049 g, 0.17 mmol) and 1-bromo-2-(2-bromo-ethoxy)-ethane (0.04 g, 0.17 mmol) and caesium carbonate (1.0 mmol) in DMSO (2 mL) was stirred for 12 hr at room temperature. The mixture was diluted with water (5 mL) and DCM (5 mL). The organic layer was filtered and then evaporated to give an oil which was purified by HPLC eluting with 10%-98% acetonitrile in water (0.1% formic acid). The fractions containing the desired product wer... Reactants: ClC1=C2C(C=C(NC2=CC(=C1)I)C(=O)OCC)=O (ethyl 5-chloro-7-iodo-4-oxo-1,4-dihydroquinoline-2-carboxylate), ClC1=CC(=C2C(C=C(NC2=C1)C(=O)OCC)=O)I (ethyl 7-chloro-5-iodo-4-oxo-1,4-dihydroquinoline-2-carboxylate), [OH-].[Na+] (sodium hydroxide), ClC1=CC(=C2C(C=C(NC2=C1)C(=O)O)=O)I (7-chloro-5-iodo-4-oxo-1,4-dihydroquinoline-2carboxylic acid). Yields the product ClC1=C2C(C=C(NC2=CC(=C1)I)C(=O)O)=O (5-chloro-7-iodo-4-oxo-1,4-dihydroquinoline-2-carboxylic acid). RXN SMILES: [Cl:1][C:2]1[CH:11]=[C:10]([I:12])[CH:9]=[C:8]2[C:3]=1[C:4](=[O:18])[CH:5]=[C:6]([C:13]([O:15]CC)=[O:14])[NH:7]2.ClC1C=C2C(C(=O)C=C(C(OCC)=O)N2)=C(I)C=1.[OH-].[Na+].ClC1C=C2C(C(=O)C=C(C(O)=O)N2)=C(I)C=1>>[Cl:1][C:2]1[CH:11]=[C:10]([I:12])[CH:9]=[C:8]2[C:3]=1[C:4](=[O:18])[CH:5]=[C:6]([C:13]([OH:15])=[O:14])[NH:7]2 |f:2.3|. Reported procedure: Treatment of a mixture of ethyl 5-chloro-7-iodo-4-oxo-1,4-dihydroquinoline-2-carboxylate and ethyl 7-chloro-5-iodo-4-oxo-1,4-dihydroquinoline-2-carboxylate (1.0 g) with sodium hydroxide as described in Example 1c, gave a mixture (0.930 g) of 5-chloro-7-iodo-4-oxo-1,4-dihydroquinoline-2-carboxylic acid and 7-chloro-5-iodo-4-oxo-1,4-dihydroquinoline-2carboxylic acid. Chromatography of this mixture (0.150 g) on a reverse phase carbon-18 column gave 5-chloro-7-iodo-4-oxo-1,4-dihydroquinoline-2-carbo... Starting materials: FC1=C(C=CC(=C1)F)[C@]([C@@H](C)C=1SC=C(N1)C1=CC=C(C#N)C=C1)(CN1N=CN=C1)O ((1R,2R)-4-[2-[2-(2,4-difluorophenyl)-2-hydroxy-1-methyl-3-[1,2,4]triazol-1-yl-propyl]thiazol-4-yl]benzonitrile), CC=1C=C(CBr)C=C(C1OC(=O)[C@H]1N(CCC1)C(=O)OC(C)(C)C)C (3,5-dimethyl-4-[(S)-N-tert-butoxycarbonylpyrrolidine-2-carbonyloxy]benzyl bromide), CC=1C=C(C=O)C=C(C1O)C (3,5-dimethyl-4-hydroxybenzaldehyde). Solvent: C(C)#N (acetonitrile). Run at time 15 hour. The product is [Br-].C(#N)C1=CC=C(C=C1)C=1N=C(SC1)[C@@H]([C@@](CN1N=C[N+](=C1)CC1=CC(=C(C(=C1)C)OC(=O)[C@H]1N(CCC1)C(=O)OC(C)(C)C)C)(O)C1=C(C=C(C=C1)F)F)C (1-[(2R,3R)-3-[4-(4-cyanophenyl)thiazol-2-yl]-2-(2,4-difluorophenyl)-2-hydroxybutyl]-4-[(S)-3,5-dimethyl-4-(N-tert-butoxycarbonylpyrrolidine-2-carbonyloxy)benzyl]-1H-[1,2,4]triazol-4-ium bromide). Isolated yield 93.2%. RXN SMILES: [F:1][C:2]1[CH:7]=[C:6]([F:8])[CH:5]=[CH:4][C:3]=1[C@@:9]([OH:31])([CH2:25][N:26]1[CH:30]=[N:29][CH:28]=[N:27]1)[C@H:10]([C:12]1[S:13][CH:14]=[C:15]([C:17]2[CH:24]=[CH:23][C:20]([C:21]#[N:22])=[CH:19][CH:18]=2)[N:16]=1)[CH3:11].[CH3:32][C:33]1[CH:34]=[C:35]([CH:38]=[C:39]([CH3:56])[C:40]=1[O:41][C:42]([C@@H:44]1[CH2:48][CH2:47][CH2:46][N:45]1[C:49]([O:51][C:52]([CH3:55])([CH3:54])[CH3:53])=[O:50])=[O:43])[CH2:36][Br:37].CC1C=C(C=C(C)C=1O)C=O>C(#N)C>[Br-:37].[C:21]([C:20]1[CH:19]=[CH:18][C:17]([C:15]2[N:16]=[C:12]([C@H:10]([CH3:11])[C@:9]([C:3]3[CH:4]=[CH:5][C:6]([F:8])=[CH:7][C:2]=3[F:1])([OH:31])[CH2:25][N:26]3[CH:30]=[N+:29]([CH2:36][C:35]4[CH:38]=[C:39]([CH3:56])[C:40]([O:41][C:42]([C@@H:44]5[CH2:48][CH2:47][CH2:46][N:45]5[C:49]([O:51][C:52]([CH3:54])([CH3:53])[CH3:55])=[O:50])=[O:43])=[C:33]([CH3:32])[CH:34]=4)[CH:28]=[N:27]3)[S:13][CH:14]=2)=[CH:24][CH:23]=1)#[N:22] |f:4.5|. Procedure: A mixture of 1.06 g of (1R,2R)-4-[2-[2-(2,4-difluorophenyl)-2-hydroxy-1-methyl-3-[1,2,4]triazol-1-yl-propyl]thiazol-4-yl]benzonitrile and 1.1 g of 3,5-dimethyl-4-[(S)-N-tert-butoxycarbonylpyrrolidine-2-carbonyloxy]benzyl bromide, prepared from 3,5-dimethyl-4-hydroxybenzaldehyde in 3 steps, in 20 mL of acetonitrile was stirred for 15 h at reflux temperature and then concentrated. The residue was chromatographed on silica gel (Wakogel C-200, solvent: CH2Cl2 /MeOH=12/1) to give 1.92 g (94%y.) of 1-... Starting materials: CC1=NC=CC(=C1)C (2,4-Dimethylpyridine), OO (hydrogen peroxide). Solvent: C(C)(=O)O (acetic acid). The product is CC1=[N+](C=CC(=C1)C)[O-] (2,4-dimethyl-pyridine 1-oxide). Yield: 98.0%. Reaction SMILES: [CH3:1][C:2]1[CH:7]=[C:6]([CH3:8])[CH:5]=[CH:4][N:3]=1.[OH:9]O>C(O)(=O)C>[CH3:1][C:2]1[CH:7]=[C:6]([CH3:8])[CH:5]=[CH:4][N+:3]=1[O-:9]. Procedure: 2,4-Dimethylpyridine (40 g, 0.37 mol) was stirred with 30% hydrogen peroxide (170 ml) in glacial acetic acid (400 ml) in an oil bath (80-90° C.) for 24 hr. After cooling to room temperature, the mixture was evaporated in vacuo and the residue was purified by silica gel column chromatography (eluent, 1) ether, 2) methanol:chloroform (8:92)) to afford 45 g (98%) of 2,4-dimethyl-pyridine 1-oxide as an oil. 1H NMR (200 MHz, DMSO-d6) δ 2.02 (3H, s), 2.18 (3H, s), 6.69 (1H, d, J=6.5 Hz), 6.82 (1H, s),... Reactants: CN1CCN(C1=O)C (DMI), BrC1=C(N)C(=CC(=C1)C(C(F)(F)F)(C(C(F)(F)F)(F)F)F)Br (2,6-dibromo-4-(perfluorobutan-2-yl)aniline), ClC1=C(C(=O)Cl)C=CC=C1[N+](=O)[O-] (2-chloro-3-nitrobenzoyl chloride), O (water). Solvent: C(C)(=O)OCC (ethyl acetate). Reaction conditions: temperature 140 celsius, time 4 hour. The product is ClC1=C(C(=O)NC2=C(C=C(C=C2Br)C(C(F)(F)F)(C(C(F)(F)F)(F)F)F)Br)C=CC=C1[N+](=O)[O-] (2-chloro-N-(2,6-dibromo-4-(perfluorobutan-2-yl)phenyl)-3-nitrobenzamide). The yield is 39.9%. RXN SMILES: CN1C(=O)N(C)CC1.[Br:9][C:10]1[CH:16]=[C:15]([C:17]([F:29])([C:22]([F:28])([F:27])[C:23]([F:26])([F:25])[F:24])[C:18]([F:21])([F:20])[F:19])[CH:14]=[C:13]([Br:30])[C:11]=1[NH2:12].[Cl:31][C:32]1[C:40]([N+:41]([O-:43])=[O:42])=[CH:39][CH:38]=[CH:37][C:33]=1[C:34](Cl)=[O:35].O>C(OCC)(=O)C>[Cl:31][C:32]1[C:40]([N+:41]([O-:43])=[O:42])=[CH:39][CH:38]=[CH:37][C:33]=1[C:34]([NH:12][C:11]1[C:10]([Br:9])=[CH:16][C:15]([C:17]([F:29])([C:22]([F:27])([F:28])[C:23]([F:24])([F:25])[F:26])[C:18]([F:19])([F:20])[F:21])=[CH:14][C:13]=1[Br:30])=[O:35]. Procedure: To 27 ml of DMI were added 9.90 g (21.1 mmol) of 2,6-dibromo-4-(perfluorobutan-2-yl)aniline and 4.60 g (20.9 mmol) of 2-chloro-3-nitrobenzoyl chloride, followed by stirring at 140° C. for 4 hours. To the reaction solution were added water and ethyl acetate, and the organic phase was extracted, and washed with 1 mol/L of an aqueous sodium hydroxide solution, saturated brine, and dried over anhydrous magnesium sulfate. Then, the solvent was evaporated under reduced pressure. The obtained residue w... The reactants are CC(=O)O[BH-](OC(C)=O)OC(C)=O, CCC(C)C(CNCC(=O)OC)NC(=O)OC(C)(C)C, O=Cc1cccc2ccccc12, ClCCCl, [Na+]. Product: CCC(C)C(CN(CC(=O)OC)Cc1cccc2ccccc12)NC(=O)OC(C)(C)C. Reaction SMILES: [C:33]([O:34][BH-:35]([O:36][C:37](=[O:38])[CH3:39])[O:40][C:41](=[O:42])[CH3:43])(=[O:44])[CH3:45].[CH3:1][O:2][C:3]([CH2:4][NH:5][CH2:6][CH:7]([CH:8]([CH2:9][CH3:10])[CH3:11])[NH:12][C:13](=[O:14])[O:15][C:16]([CH3:17])([CH3:18])[CH3:19])=[O:20].[CH:21](=[O:22])[c:23]1[cH:24][cH:25][cH:26][c:27]2[cH:28][cH:29][cH:30][cH:31][c:32]12.[Cl:47][CH2:48][CH2:49][Cl:50].[Na+:46]>>[CH3:1][O:2][C:3]([CH2:4][N:5]([CH2:6][CH:7]([CH:8]([CH2:9][CH3:10])[CH3:11])[NH:12][C:13](=[O:14])[O:15][C:16]([CH3:17])([CH3:18])[CH3:19])[CH2:21][c:23]1[cH:24][cH:25][cH:26][c:27]2[cH:28][cH:29][cH:30][cH:31][c:32]12)=[O:20].